This data is from the Open Reaction Database (ORD), a public repository of structured organic reaction records. The task is: describe an organic reaction: reactants, conditions, products, and yield Reactants: ON1C(C=2C(C1=O)=CC=CC2)=O (N-hydroxyphthalimide), O (water), liquid, FC(C(CCO)(F)F)(S(=O)(=O)Cl)F (1,1,2,2-tetrafluoro-4-hydroxybutanesulfonyl chloride), C(O)([O-])=O.[Na+] (sodium hydrogencarbonate). Solvent: C(C)#N (acetonitrile). Run at temperature 0 celsius. The product is FC(C(CCO)(F)F)(S(=O)(=O)ON1C(C2=CC=CC=C2C1=O)=O)F (1,3-Dihydro-1,3-dioxo-2H-isoindole-2-yl 1,1,2,2-Tetrafluoro-4-hydroxybutanesulfonate). Isolated yield 69.7%. As a reaction SMILES: [F:1][C:2]([F:13])([S:9](Cl)(=[O:11])=[O:10])[C:3]([F:8])([F:7])[CH2:4][CH2:5][OH:6].C(=O)([O-])O.[Na+].[OH:19][N:20]1[C:24](=[O:25])[C:23]2=[CH:26][CH:27]=[CH:28][CH:29]=[C:22]2[C:21]1=[O:30].O>C(#N)C>[F:1][C:2]([F:13])([S:9]([O:19][N:20]1[C:24](=[O:25])[C:23]2[C:22](=[CH:29][CH:28]=[CH:27][CH:26]=2)[C:21]1=[O:30])(=[O:11])=[O:10])[C:3]([F:8])([F:7])[CH2:4][CH2:5][OH:6] |f:1.2|. Procedure details: In 100 mL of acetonitrile, 25 g of a liquid of 1,1,2,2-tetrafluoro-4-hydroxybutanesulfonyl chloride (purity: 99%, equivalent to 0.102 mol) was dissolved by stirring. The resulting solution was cooled to 0° C., admixed with 10.3 g (0.123 mol) of sodium hydrogencarbonate and 18.3 g (0.112 mol) of N-hydroxyphthalimide, and then, reacted at 0° C. for 24 hours. To the thus-obtained reaction solution, 125 mL of water was added. The reaction solution was subsequently extracted twice with 100 mL of ethy... Reactants: CC(C)(C)O, C1CCOC1, CCc1ccccc1-c1cc(C(=O)OC)ccc1OCc1ccc(C(=O)OC(C)(C)C)cc1, [Na+], [OH-]. Yields the product CCc1ccccc1-c1cc(C(=O)O)ccc1OCc1ccc(C(=O)OC(C)(C)C)cc1. RXN SMILES: [C:41]([OH:42])([CH3:43])([CH3:44])[CH3:45].[CH2:36]1[O:37][CH2:38][CH2:39][CH2:40]1.[CH3:1][O:2][C:3](=[O:4])[c:5]1[cH:6][c:7](-[c:26]2[c:27]([CH2:28][CH3:29])[cH:30][cH:31][cH:32][cH:33]2)[c:8]([O:9][CH2:10][c:11]2[cH:12][cH:13][c:14]([C:15](=[O:16])[O:17][C:18]([CH3:19])([CH3:20])[CH3:21])[cH:22][cH:23]2)[cH:24][cH:25]1.[Na+:35].[OH-:34]>>[O:2]=[C:3]([OH:4])[c:5]1[cH:6][c:7](-[c:26]2[c:27]([CH2:28][CH3:29])[cH:30][cH:31][cH:32][cH:33]2)[c:8]([O:9][CH2:10][c:11]2[cH:12][cH:13][c:14]([C:15](=[O:16])[O:17][C:18]([CH3:19])([CH3:20])[CH3:21])[cH:22][cH:23]2)[cH:24][cH:25]1.